Dataset: the Open Reaction Database (ORD), a public repository of structured organic reaction records. Task: describe an organic reaction: reactants, conditions, products, and yield The reactants are COC=1C=C2C(=NC=NC2=CC1OC)OC1=CC=C(OCC(=O)O)C=C1 (2-{4-[(6,7-Dimethoxy-4-quinazolinyl)oxy]phenoxy}acetic acid), C1(=CC=CC=C1)C1CCNCC1 (4-Phenylpiperidine), C(O)([O-])=O.[Na+] (sodium hydrogencarbonate), CCN=C=NCCCN(C)C.Cl (WSC.HCl), C=1C=CC2=C(C1)N=NN2O (HOBT). Run in C(Cl)(Cl)Cl (chloroform), O (H2O). Reaction conditions: time 8 hour. Product: COC=1C=C2C(=NC=NC2=CC1OC)OC1=CC=C(OCC(=O)N2CCC(CC2)C2=CC=CC=C2)C=C1 (2-{4-[(6,7-Dimethoxy-4-quinazolinyl)oxy]phenoxy}-1-(4-phenylpiperidino)-1-ethanone). Isolated yield 30.0%. Reaction SMILES: [CH3:1][O:2][C:3]1[CH:4]=[C:5]2[C:10](=[CH:11][C:12]=1[O:13][CH3:14])[N:9]=[CH:8][N:7]=[C:6]2[O:15][C:16]1[CH:26]=[CH:25][C:19]([O:20][CH2:21][C:22](O)=[O:23])=[CH:18][CH:17]=1.CCN=C=NCCCN(C)C.Cl.C1C=CC2N(O)N=NC=2C=1.[C:49]1([CH:55]2[CH2:60][CH2:59][NH:58][CH2:57][CH2:56]2)[CH:54]=[CH:53][CH:52]=[CH:51][CH:50]=1.C(=O)([O-])O.[Na+]>C(Cl)(Cl)Cl.O>[CH3:1][O:2][C:3]1[CH:4]=[C:5]2[C:10](=[CH:11][C:12]=1[O:13][CH3:14])[N:9]=[CH:8][N:7]=[C:6]2[O:15][C:16]1[CH:17]=[CH:18][C:19]([O:20][CH2:21][C:22]([N:58]2[CH2:59][CH2:60][CH:55]([C:49]3[CH:54]=[CH:53][CH:52]=[CH:51][CH:50]=3)[CH2:56][CH2:57]2)=[O:23])=[CH:25][CH:26]=1 |f:1.2,5.6|. Reported procedure: 2-{4-[(6,7-Dimethoxy-4-quinazolinyl)oxy]phenoxy}acetic acid (100 mg), WSC.HCl (81 mg), and HOBT.H2O (57 mg) were dissolved in chloroform (3 ml) to prepare a solution. 4-Phenylpiperidine (54 mg) was then added to the solution, and the mixture was stirred at room temperature overnight. A saturated aqueous sodium hydrogencarbonate solution was added to the reaction solution, and the mixture was extracted with chloroform. The extract was washed with saturated brine and was then dried over anhydrous ... Reactants: CC=1C(=NC(=CC1C(CC)O)C)OC1=C(C=C(C=C1C)C)C (1-[3,6-Dimethyl-2-(2,4,6-trimethyl-phenoxy)-pyridin-4-yl]-propan-1-ol), [H-].[Na+] (sodium hydride). The product is C(CCC)OC(CC)C1=C(C(=NC(=C1)C)OC1=C(C=C(C=C1C)C)C)C (4-(1-Butoxy-propyl)-3,6-dimethyl-2-(2,4,6-trimethyl-phenoxy)-pyridine). RXN SMILES: [CH3:1][C:2]1[C:3]([O:13][C:14]2[C:19]([CH3:20])=[CH:18][C:17]([CH3:21])=[CH:16][C:15]=2[CH3:22])=[N:4][C:5]([CH3:12])=[CH:6][C:7]=1[CH:8]([OH:11])[CH2:9][CH3:10].[H-].[Na+]>>[CH2:1]([O:11][CH:8]([C:7]1[CH:6]=[C:5]([CH3:12])[N:4]=[C:3]([O:13][C:14]2[C:19]([CH3:20])=[CH:18][C:17]([CH3:21])=[CH:16][C:15]=2[CH3:22])[C:2]=1[CH3:1])[CH2:9][CH3:10])[CH2:2][CH2:7][CH3:6] |f:1.2|. Procedure: The title compound was prepared by reacting of 1-[3,6-Dimethyl-2-(2,4,6-trimethyl-phenoxy)-pyridin-4-yl]-propan-1-ol with sodium hydride, followed by quenching with butyl iodide. Procedure: 3,4-Dichlorobenzamide (139 g.; 0.73 mole) suspended in 600 ml. of methylene chloride is added to 150 g. (0.8 mole) of triethyloxonium fluoroborate in 100 ml. of methylene chloride cooled in an ice-bath to 0° C. over a period of 10-15 min. At the end of the addition, the mixture is allowed to stir at room temperature overnight. The mixture is again cooled in an ice-bath and 141 g. of 50% potassium carbonate in water is added over 30 min. The mixture is stirred for 15 min., the methylene chloride ... The reactants are ClC=1C=C(C(=O)N)C=CC1Cl (3,4-Dichlorobenzamide), C(Cl)Cl (methylene chloride), C([O-])([O-])=O.[K+].[K+] (potassium carbonate), C(Cl)Cl (methylene chloride), F[B-](F)(F)F.C(C)[O+](CC)CC (triethyloxonium fluoroborate). The solvent is O (water). Reaction SMILES: [Cl:1][C:2]1[CH:3]=[C:4]([CH:8]=[CH:9][C:10]=1[Cl:11])[C:5]([NH2:7])=[O:6].C(Cl)Cl.F[B-](F)(F)F.[CH2:20]([O+](CC)CC)[CH3:21].C(=O)([O-])[O-].[K+].[K+]>O>[Cl:1][C:2]1[CH:3]=[C:4]([CH:8]=[CH:9][C:10]=1[Cl:11])[C:5](=[NH:7])[O:6][CH2:20][CH3:21] |f:2.3,4.5.6|. Yields the product ClC=1C=C(C(OCC)=N)C=CC1Cl (Ethyl 3,4-dichlorobenzimidate). Reaction conditions: time 8 hour. The reactants are COC(=O)[C@H]1N(CCO[C@@H]1C(C)C)S(=O)(=O)C1=CC=C(C=C1)C ((2R,3S)-2-isopropyl-4-(toluene-4-sulfonyl)-morpholine-3-carboxylic acid methyl ester), [Mg] (magnesium). Run in CO (methanol). Run at temperature 60 celsius, time 3 hour. The product is COC(=O)[C@H]1NCCO[C@@H]1C(C)C ((2R,3S)-2-isopropyl-morpholine-3-carboxylic acid methyl ester). RXN SMILES: [CH3:1][O:2][C:3]([C@@H:5]1[C@@H:10]([CH:11]([CH3:13])[CH3:12])[O:9][CH2:8][CH2:7][N:6]1S(C1C=CC(C)=CC=1)(=O)=O)=[O:4].[Mg]>CO>[CH3:1][O:2][C:3]([C@@H:5]1[C@@H:10]([CH:11]([CH3:13])[CH3:12])[O:9][CH2:8][CH2:7][NH:6]1)=[O:4]. Reported procedure: A mixture of (2R,3S)-2-isopropyl-4-(toluene-4-sulfonyl)-morpholine-3-carboxylic acid methyl ester (0.20 g, 0.59 mmol) and magnesium powder (70 mg, 2.9 mmol) in anhydrous methanol (5 mL) was stirred for 3 hours at 60° C. The solid was removed by filtration, and the filtrate was concentrated under reduced pressure. The residue as crude product was used in next step without purification. MS: calc'd (MH+) 188, measured (MH+) 188. Starting materials: S(=O)(Cl)Cl (Thionyl chloride), OC1=C(C=C(C=C1)CC(=O)O)[N+](=O)[O-] ((4-hydroxy-3-nitrophenyl)acetic acid), C(CC)NCCC (dipropylamine). Solvent: C1CCOC1 (THF), C(Cl)(Cl)Cl (chloroform). The product is C(CC)N(C(CC1=CC(=C(C=C1)O)[N+](=O)[O-])=O)CCC (N,N-dipropyl-(4-hydroxy-3-nitrophenyl) acetamide). Isolated yield 74.4%. Reaction SMILES: S(Cl)(Cl)=O.[OH:5][C:6]1[CH:11]=[CH:10][C:9]([CH2:12][C:13]([OH:15])=O)=[CH:8][C:7]=1[N+:16]([O-:18])=[O:17].[CH2:19]([NH:22][CH2:23][CH2:24][CH3:25])[CH2:20][CH3:21]>C1COCC1.C(Cl)(Cl)Cl>[CH2:19]([N:22]([CH2:23][CH2:24][CH3:25])[C:13](=[O:15])[CH2:12][C:9]1[CH:10]=[CH:11][C:6]([OH:5])=[C:7]([N+:16]([O-:18])=[O:17])[CH:8]=1)[CH2:20][CH3:21]. Procedure: Thionyl chloride (50 ml, 680 mmol) was added dropwise to a solution of (4-hydroxy-3-nitrophenyl)acetic acid (25 g, 127 mmol) obtained in 1) in THF (100 ml) at room temperature, and the mixture was heated under reflux for 2 hours. The reaction solution was concentrated, and the resultant residues were dissolved in chloroform (250 ml) and added dropwise over 1 hour to a solution of dipropylamine (35 ml, 255 mmol) in chloroform (300 ml) under cooling with ice-bath. After this addition, the reaction... Starting materials: O=C(O)CN(C)C(N)=N (creatine), Mg, P(=O)(O)(O)O.O=C(O)CN(C)C(N)=N (creatine phosphate), P(O)(=O)(OP(=O)(O)OP(=O)(O)O)OC[C@@H]1[C@H]([C@H]([C@@H](O1)N1C=NC=2C(N)=NC=NC12)O)O (ATP), P(O)(=O)(OP(=O)(O)OP(=O)(O)O)OC[C@@H]1[C@H]([C@H]([C@@H](O1)N1C=NC=2C(=O)NC(N)=NC12)O)O (GTP), CC(C)CN1C2=C(C(=O)N(C1=O)C)NC=N2 (IBMX). The solvent is C(C(CO)(CO)N)O (Tris). Conditions: time 15 minute. Product: C=1N=C(C2=C(N1)N(C=N2)[C@H]3[C@@H]([C@H]4[C@H](O3)COP(=O)(O4)O)O)N (cAMP). RXN SMILES: [P:1]([O:13][CH2:14][C@H:15]1[O:19][C@@H:18]([N:20]2[C:29]3[N:28]=[CH:27][N:26]=[C:24]([NH2:25])[C:23]=3[N:22]=[CH:21]2)[C@H:17]([OH:30])[C@@H:16]1O)([O:4]P(OP(O)(O)=O)(O)=O)(=[O:3])[OH:2].P(OC[C@H]1O[C@@H](N2C3N=C(N)NC(=O)C=3N=C2)[C@H](O)[C@@H]1O)(OP(OP(O)(O)=O)(O)=O)(=O)O.P(O)(O)(O)=O.O=C(CN(C(=N)N)C)O.O=C(CN(C(=N)N)C)O.CC(CN1C(=O)N(C)C(=O)C2NC=NC1=2)C>C(O)C(N)(CO)CO>[CH:27]1[N:26]=[C:24]([NH2:25])[C:23]2[N:22]=[CH:21][N:20]([C@@H:18]3[O:19][C@@H:15]4[CH2:14][O:13][P:1]([OH:2])([O:3][C@H:16]4[C@H:17]3[OH:30])=[O:4])[C:29]=2[N:28]=1 |f:2.3|. Reported procedure: Membranes are incubated in 25 mM Tris (pH 7.6), 0.2% BSA, 2.6 mM Mg, 0.8 mM ATP, 0.1 mM GTP, 5 mM creatine phosphate, 50 U/ml creatine kinase, 0.2 mM IBMX at 32° C. Prospective ligands are added and incubation is continued for another 15 minutes. The amount of cAMP produced is assayed using an fluorescent immunoassay method. The reactants are C#CC(C)(C)N(CC)CCO, O=S(=O)(Oc1ccc2c(ccn2-c2ccc(F)cc2)c1)C(F)(F)F. The product is CCN(CCO)C(C)(C)C#Cc1ccc2c(ccn2-c2ccc(F)cc2)c1. As a reaction SMILES: [CH3:25][C:26]([C:27]#[CH:28])([CH3:29])[N:30]([CH2:31][CH2:32][OH:33])[CH2:34][CH3:35].[F:1][c:2]1[cH:3][cH:4][c:5](-[n:8]2[cH:9][cH:10][c:11]3[cH:12][c:13]([O:17][S:18]([C:19]([F:20])([F:21])[F:22])(=[O:23])=[O:24])[cH:14][cH:15][c:16]23)[cH:6][cH:7]1>>[F:1][c:2]1[cH:3][cH:4][c:5](-[n:8]2[cH:9][cH:10][c:11]3[cH:12][c:13]([C:28]#[C:27][C:26]([CH3:25])([CH3:29])[N:30]([CH2:31][CH2:32][OH:33])[CH2:34][CH3:35])[cH:14][cH:15][c:16]23)[cH:6][cH:7]1. The reactants are CC1=NC=C(N1C2CCOCC2)C3=NC(=NC=C3F)N, C1COCCN1CC2=CC=C(C=C2)Br. Reagents/catalysts: C(=O)([O-])[O-].[Cs+].[Cs+], CC1(C2=C(C(=CC=C2)P(C3=CC=CC=C3)C4=CC=CC=C4)OC5=C1C=CC=C5P(C6=CC=CC=C6)C7=CC=CC=C7)C, C1=CC=C(C=C1)/C=C/C(=O)/C=C/C2=CC=CC=C2.C1=CC=C(C=C1)/C=C/C(=O)/C=C/C2=CC=CC=C2.C1=CC=C(C=C1)/C=C/C(=O)/C=C/C2=CC=CC=C2.[Pd].[Pd]. Solvent: C1COCCO1. Reaction conditions: temperature 100 celsius. The product is CC1=NC=C(N1C2CCOCC2)C3=NC(=NC=C3F)NC4=CC=C(C=C4)CN5CCOCC5. Isolated yield 85.5%. Procedure: The aim of the reaction is optimization.  Tris(dibenzylideneacetone)dipalladium(0) (4.5 mg, 4.91 µmol) and 9,9-Dimethyl-4,5-bis(diphenylphosphino)xanthene (5.1 mg, 8.81 µmol) were dissolved in dioxane (1.8 mL) in a 10 mL Schlenk tube and activated at 100 °C for 6 min under argon. Then 5-fluoro-4-(2-methyl-1-(tetrahydro-2H-pyran-4-yl)-1H-imidazol-5-yl)pyrimidin-2-amine (51 mg, 0.18 mmol), 4-(4-bromobenzyl)morpholine (51 mg, 0.20 mmol) and Cesium carbonate (94 mg, 0.29 mmol) were added. It was deg... Reaction SMILES: Cl.[CH2:2]([N:9]1[CH2:14][CH2:13][C:12]2([CH2:23][C:22](=O)[C:21]3[C:16](=[CH:17][CH:18]=[C:19](/[CH:25]=[CH:26]/[C:27]([NH:29][OH:30])=[O:28])[CH:20]=3)[O:15]2)[CH2:11][CH2:10]1)[C:3]1[CH:8]=[CH:7][CH:6]=[CH:5][CH:4]=1.[NH2:31][OH:32].Cl.N1C=CC=CC=1>CCO>[CH2:2]([N:9]1[CH2:14][CH2:13][C:12]2([CH2:23][C:22](=[N:31][OH:32])[C:21]3[C:16](=[CH:17][CH:18]=[C:19](/[CH:25]=[CH:26]/[C:27]([NH:29][OH:30])=[O:28])[CH:20]=3)[O:15]2)[CH2:11][CH2:10]1)[C:3]1[CH:8]=[CH:7][CH:6]=[CH:5][CH:4]=1 |f:0.1,2.3|. Reactants: Cl.C(C1=CC=CC=C1)N1CCC2(CC1)OC1=CC=C(C=C1C(C2)=O)/C=C/C(=O)NO ((E)-3-{1′-Benzyl-4-oxo-spiro[chromane-2,4′-piperidine]-6-yl}-N-hydroxy-acrylamide hydrochloride), NO.Cl (NH2OH.HCl), N1=CC=CC=C1 (pyridine). Solvent: CCO (EtOH). Conditions: time 2 hour. The product is C(C1=CC=CC=C1)N1CCC2(CC1)OC1=CC=C(C=C1C(C2)=NO)/C=C/C(=O)NO ((E)-3-{1′-benzyl-4-hydroxyimino-spiro[chromane-2,4′-piperidine]-6-yl}-N-hydroxy-acrylamide). Isolated yield 105.2%. Reported procedure: A mixture of (E)-3-{1′-Benzyl-4-oxo-spiro[chromane-2,4′-piperidine]-6-yl}-N-hydroxy-acrylamide hydrochloride (150 mg, 0.35 mmol), NH2OH.HCl (53 mg, 0.76 mmol) and pyridine (61 μl, 0.700 mmol) in EtOH (10 ml) was heated to reflux. After 2 h, the solution was evaporated under vacuum. The crude residue was triturated with Et2O/H2O 90/10 to give (E)-3-{1′-benzyl-4-hydroxyimino-spiro[chromane-2,4′-piperidine]-6-yl}-N-hydroxy-acrylamide (150 mg) as a 98/2 mixture of the two isomers (hydrochloride salt...